The task is: describe an organic reaction: reactants, conditions, products, and yield. This data is from the Open Reaction Database (ORD), a public repository of structured organic reaction records. Product: NC1=CC(=NN1C(CCC1=CC=CC=C1)=NO)C (5-amino-3-methyl-1-(3-phenyl-propanehydroximoyl)-pyrazole). Reaction SMILES: [CH3:1][C:2]1[NH:6][N:5]=[C:4]([NH2:7])[CH:3]=1.[C:8]1([CH2:14][CH2:15][C:16](Cl)=[N:17][OH:18])[CH:13]=[CH:12][CH:11]=[CH:10][CH:9]=1>[N+](C)([O-])=O>[NH2:7][C:4]1[N:5]([C:16](=[N:17][OH:18])[CH2:15][CH2:14][C:8]2[CH:9]=[CH:10][CH:11]=[CH:12][CH:13]=2)[N:6]=[C:2]([CH3:1])[CH:3]=1. Reactants: CC1=CC(=NN1)N (3(5)-amino-5(3)-methyl-pyrazole), C1(=CC=CC=C1)CCC(=NO)Cl (3-phenyl-propanehydroximoyl chloride). Yield: 57.9%. The solvent is [N+](=O)([O-])C (nitromethane). Procedure details: Analogous to example 1, synthesis step 1, using 5.65 g (0.058 mol) of 3(5)-amino-5(3)-methyl-pyrazole and 10.6 g (0.058 mol) of 3-phenyl-propanehydroximoyl chloride. The oil obtained as raw product is dissolved in nitromethane in the cold and made to crystallise by scratching the side of the container. 8.2 g (57%) of 5-amino-3-methyl-1-(3-phenyl-propanehydroximoyl)-pyrazole with a m. pt. of 138°-140° C. are obtained. Procedure: Methyl (4-(2-chlorophenyl)-9-methyl-6H-thieno[3,2-f] [1,2,4]triazolo[4,3-a] [1,4]diazepin-2-yl)propionate (1.0 g) was stirred in 2M hydrochloric acid (12 ml) at 60° C. for 3.5 hours. Then, sodium hydrogencarbonate was added to the reaction mixture to make the mixture alkaline. Chloroform and indole-2-carbonyl chloride (0.55 g) were added, and the mixture was stirred at room temperature for 2 hours. An aqueous citric acid solution was added to adjust the solution to pH 3. The obtained crystals we... Reaction SMILES: [Cl:1][C:2]1[CH:7]=[CH:6][CH:5]=[CH:4][C:3]=1[C:8]1[C:14]2[CH:15]=[C:16]([CH:18](C)[C:19](OC)=O)[S:17][C:13]=2[N:12]2[C:24]([CH3:27])=[N:25][N:26]=[C:11]2[CH2:10][N:9]=1.[C:28](=[O:31])([O-])[OH:29].[Na+].[NH:33]1[C:41]2[C:36](=[CH:37][CH:38]=[CH:39][CH:40]=2)[CH:35]=[C:34]1[C:42](Cl)=[O:43].C(O)(=O)CC(CC(O)=O)(C(O)=O)[OH:48]>Cl.C(Cl)(Cl)Cl>[Cl:1][C:2]1[CH:7]=[CH:6][CH:5]=[CH:4][C:3]=1[C:8]([C:14]1[CH:15]=[C:16]([CH2:18][CH2:19][C:28]([OH:29])=[O:31])[S:17][C:13]=1[N:12]1[C:24]([CH3:27])=[N:25][N:26]=[C:11]1[CH2:10][NH:9][C:42]([C:34]1[NH:33][C:41]2[C:36]([CH:35]=1)=[CH:37][CH:38]=[CH:39][CH:40]=2)=[O:43])=[O:48] |f:1.2|. Run in Cl (hydrochloric acid), C(Cl)(Cl)Cl (Chloroform). Run at time 2 hour. Product: ClC1=C(C(=O)C2=C(SC(=C2)CCC(=O)O)N2C(=NN=C2C)CNC(=O)C=2NC3=CC=CC=C3C2)C=CC=C1 (3-(3-(2-chlorobenzoyl)-2-(3-(2-indolecarbonylaminomethyl)-5-methyl[1,2,4]triazol-4-yl)thiophen-5-yl)propionic acid). Reactants: C(CC(O)(C(=O)O)CC(=O)O)(=O)O (citric acid), ClC1=C(C=CC=C1)C1=NCC=2N(C3=C1C=C(S3)C(C(=O)OC)C)C(=NN2)C (Methyl (4-(2-chlorophenyl)-9-methyl-6H-thieno[3,2-f] [1,2,4]triazolo[4,3-a] [1,4]diazepin-2-yl)propionate), C(O)([O-])=O.[Na+] (sodium hydrogencarbonate), N1C(=CC2=CC=CC=C12)C(=O)Cl (indole-2-carbonyl chloride). The reactants are C(C)OC(CCCCCCN1C(N(C2=C1C=CC=C2)C2=CC(=CC=C2)Cl)=O)=O (7-[3-(3-chlorophenyl)-2-oxo-benzimidazolin-1-yl]-enanthic acid ethyl ester), [OH-].[Na+] (NaOH). The product is ClC=1C=C(C=CC1)N1C(N(C2=C1C=CC=C2)CCCCCCC(=O)O)=O (7-[3-(3-Chlorophenyl)-2-oxo-benzimidazolin-1-yl]-enanthic acid). Reaction SMILES: C([O:3][C:4](=[O:28])[CH2:5][CH2:6][CH2:7][CH2:8][CH2:9][CH2:10][N:11]1[C:15]2[CH:16]=[CH:17][CH:18]=[CH:19][C:14]=2[N:13]([C:20]2[CH:25]=[CH:24][CH:23]=[C:22]([Cl:26])[CH:21]=2)[C:12]1=[O:27])C.[OH-].[Na+]>>[Cl:26][C:22]1[CH:21]=[C:20]([N:13]2[C:14]3[CH:19]=[CH:18][CH:17]=[CH:16][C:15]=3[N:11]([CH2:10][CH2:9][CH2:8][CH2:7][CH2:6][CH2:5][C:4]([OH:28])=[O:3])[C:12]2=[O:27])[CH:25]=[CH:24][CH:23]=1 |f:1.2|. Procedure: The product is produces as described in example 22 from 9 g. of 7-[3-(3-chlorophenyl)-2-oxo-benzimidazolin-1-yl]-enanthic acid ethyl ester and 1.76 g. of NaOH. Starting materials: C(C)N(C(C)C)C(C)C (N-ethyldiisopropylamine), Cl.CN(CCCN=C=NCC)C (N-(3-dimethylaminopropyl)-N′-ethylcarbodiimide hydrochloride), ClC1=CC=C(C=C1)C1=NOC(=C1COC1=NC=C(C(=O)O)C=C1)CO (6-[3-(4-chloro-phenyl)-5-hydroxymethyl-isoxazol-4-ylmethoxy]-nicotinic acid), NC(CO)(C)C (2-amino-2-methyl-1-propanol), O.ON1N=NC2=C1C=CC=C2 (1-hydroxybenzotriazole hydrate). Run in C1CCOC1 (THF). Run at time 8 hour. Yields the product ClC1=CC=C(C=C1)C1=NOC(=C1COC1=NC=C(C(=O)NC(CO)(C)C)C=C1)CO (6-[3-(4-Chloro-phenyl)-5-hydroxymethyl-isoxazol-4-ylmethoxy]-N-(2-hydroxy-1,1-dimethyl-ethyl)-nicotinamide). The yield is 75.3%. RXN SMILES: [Cl:1][C:2]1[CH:7]=[CH:6][C:5]([C:8]2[C:12]([CH2:13][O:14][C:15]3[CH:23]=[CH:22][C:18]([C:19](O)=[O:20])=[CH:17][N:16]=3)=[C:11]([CH2:24][OH:25])[O:10][N:9]=2)=[CH:4][CH:3]=1.[NH2:26][C:27]([CH3:31])([CH3:30])[CH2:28][OH:29].O.ON1C2C=CC=CC=2N=N1.C(N(C(C)C)C(C)C)C.Cl.CN(C)CCCN=C=NCC>C1COCC1>[Cl:1][C:2]1[CH:7]=[CH:6][C:5]([C:8]2[C:12]([CH2:13][O:14][C:15]3[CH:23]=[CH:22][C:18]([C:19]([NH:26][C:27]([CH3:31])([CH3:30])[CH2:28][OH:29])=[O:20])=[CH:17][N:16]=3)=[C:11]([CH2:24][OH:25])[O:10][N:9]=2)=[CH:4][CH:3]=1 |f:2.3,5.6|. Procedure details: To a solution of 6-[3-(4-chloro-phenyl)-5-hydroxymethyl-isoxazol-4-ylmethoxy]-nicotinic acid (100 mg, 0.28 mmol) and 2-amino-2-methyl-1-propanol (25.5 mg, 0.28 mmol) in THF (10 mL) were added at 0° C., 1-hydroxybenzotriazole hydrate (43.3 mg, 0.28 mmol), N-ethyldiisopropylamine (121 μL, 0.69 mmol) and N-(3-dimethylaminopropyl)-N′-ethylcarbodiimide hydrochloride (54.2 mg, 0.28 mmol). The reaction mixture was stirred at room temperature overnight. The solvent was removed by distillation. The remai...